Dataset: the Open Reaction Database (ORD), a public repository of structured organic reaction records. Task: describe an organic reaction: reactants, conditions, products, and yield The reactants are C1(=CC=CC=C1)P(C1=CC=CC=C1)C1=CC=CC=C1 (triphenylphosphine), C(C1=CC=CC=C1)OC(=O)N1[C@@H](CN(CC1)C(=O)OC(C)(C)C)[C@H](C)N=[N+]=[N-] ((S,S)-1-Benzyloxycarbonyl-2-(1-azidoethyl)-4-tert-butyloxycarbonylpiperazine), Cl (HCl). The solvent is C(Cl)Cl (CH2Cl2), C1CCOC1.O (THF water). Conditions: temperature 75 celsius, time 8 hour. Product: C(C1=CC=CC=C1)OC(=O)N1[C@@H](CN(CC1)C(=O)OC(C)(C)C)[C@H](C)N ((S,S)-1-Benzyloxycarbonyl-2-(1-aminoethyl)-4-tert-butyloxycarbonylpiperazine). Isolated yield 40.6%. RXN SMILES: [CH2:1]([O:8][C:9]([N:11]1[CH2:16][CH2:15][N:14]([C:17]([O:19][C:20]([CH3:23])([CH3:22])[CH3:21])=[O:18])[CH2:13][C@H:12]1[C@@H:24]([N:26]=[N+]=[N-])[CH3:25])=[O:10])[C:2]1[CH:7]=[CH:6][CH:5]=[CH:4][CH:3]=1.C1(P(C2C=CC=CC=2)C2C=CC=CC=2)C=CC=CC=1.Cl>C1COCC1.O.C(Cl)Cl>[CH2:1]([O:8][C:9]([N:11]1[CH2:16][CH2:15][N:14]([C:17]([O:19][C:20]([CH3:21])([CH3:22])[CH3:23])=[O:18])[CH2:13][C@H:12]1[C@@H:24]([NH2:26])[CH3:25])=[O:10])[C:2]1[CH:3]=[CH:4][CH:5]=[CH:6][CH:7]=1 |f:3.4|. Reported procedure: (S,S)-1-Benzyloxycarbonyl-2-(1-azidoethyl)-4-tert-butyloxycarbonylpiperazine (8.1 g) was dissolved in 255 mL of 9:1 THF-water and triphenylphosphine (10.9 g) was added. The mixture was heated to 75° C. and stirred at this temperature overnight. The reaction mixture was cooled, diluted with 286 mL of CH2Cl2, poured into 250 mL of 1N HCl, and extracted with 750 mL of CH2Cl2. The aqueous phase was basified to pH>10 by addition of 5N NaOH, then extracted with 5×750 mL of EtOAc. The combined organic ... Reactants: C(C1=CC=CC=C1)=O (benzaldehyde), S(=O)(=O)([O-])[O-].[Na+].[Na+] (sodium sulfate), C(C1=CC=CC=C1)OCCN (2-(Benzyloxy)ethanamine). Run in C(Cl)Cl (CH2Cl2). Run at time 8 hour. Product: C(C1=CC=CC=C1)NCCOCC1=CC=CC=C1 (N-benzyl-2-(benzyloxy)ethanamine). Isolated yield 102.7%. As a reaction SMILES: [CH2:1]([O:8][CH2:9][CH2:10][NH2:11])[C:2]1[CH:7]=[CH:6][CH:5]=[CH:4][CH:3]=1.[CH:12](=O)[C:13]1[CH:18]=[CH:17][CH:16]=[CH:15][CH:14]=1.S([O-])([O-])(=O)=O.[Na+].[Na+]>C(Cl)Cl>[CH2:12]([NH:11][CH2:10][CH2:9][O:8][CH2:1][C:2]1[CH:7]=[CH:6][CH:5]=[CH:4][CH:3]=1)[C:13]1[CH:18]=[CH:17][CH:16]=[CH:15][CH:14]=1 |f:2.3.4|. Reported procedure: 2-(Benzyloxy)ethanamine (12.3146 g; manufactured by Bionet Co., Ltd.) was dissolved in CH2Cl2 (150 mL), and benzaldehyde (8.7219 g; manufactured by Kanto Chemical Co., Inc.) and anhydrous sodium sulfate (67.7879 g; manufactured by Wako Pure Chemical Industries, Ltd.) were added to the solution. The mixture was stirred overnight at room temperature. The reaction solution was filtered, and the filtrate was concentrated under reduced pressure. The obtained residue was dissolved in methanol (150 mL)... Starting materials: Cl.CN(CCCl)C (2-(dimethylamino)ethyl chloride hydrochloride), S1C=CC2=C1C(NC=C2)=O (thieno[2,3-c]pyridin-7(6H)one), Cl.CN(CCCl)C (2-(dimethylamino)ethyl chloride hydrochloride), [H-].[Na+] (sodium hydride), oil. Solvent: O (water), CN(C=O)C (dimethylformamide). Conditions: temperature 80 celsius. Product: CN(CCN1C(C2=C(C=C1)C=CS2)=O)C (6-[2-(Dimethylamino)ethyl]thieno[2,3-c]pyridin-7(6H)-one). The yield is 88.6%. RXN SMILES: [S:1]1[C:5]2[C:6](=[O:10])[NH:7][CH:8]=[CH:9][C:4]=2[CH:3]=[CH:2]1.Cl.[CH3:12][N:13]([CH3:17])[CH2:14][CH2:15]Cl.[H-].[Na+]>CN(C)C=O.O>[CH3:12][N:13]([CH3:17])[CH2:14][CH2:15][N:7]1[CH:8]=[CH:9][C:4]2[CH:3]=[CH:2][S:1][C:5]=2[C:6]1=[O:10] |f:1.2,3.4|. Procedure details: To a solution of thieno[2,3-c]pyridin-7(6H)one (2.92 g, 19.3 mmol) in dry dimethylformamide (20 ml) under a nitrogen atmosphere was added 2-(dimethylamino)ethyl chloride hydrochloride (3.15 g, 21.8 mmol). This mixture was warmed to 80° C. and sodium hydride in mineral oil (60%, 2.6 g, 65 mmol) was added carefully and rapidly. After 1.5 hours additional 2-(dimethylamino)ethyl chloride hydrochloride (1.45 g, 10 mmol) was added. After two hours the reaction mixture was cooled and diluted with water... The reactants are BrC=1C=C(C=CC1)C(CC(=NO)C1=CC=NC=C1)C1=C(C=CC=C1)C (3-(3-Bromo-phenyl)-1-pyridin-4-yl-3-o-tolyl-propan-1-one oxime), C1(=CC=CC=C1)B(O)O (phenylboronic acid). Yields the product BrC=1C=C(C=CC1)C(CC(=O)C1=CC=NC=C1)C1=CC=CC=C1 (3-(3-Bromo-phenyl)-3-phenyl-1-pyridin-4-yl-propan-1-one). As a reaction SMILES: [Br:1][C:2]1[CH:3]=[C:4]([CH:8]([C:19]2[CH:24]=[CH:23][CH:22]=[CH:21][C:20]=2C)[CH2:9][C:10]([C:13]2[CH:18]=[CH:17][N:16]=[CH:15][CH:14]=2)=NO)[CH:5]=[CH:6][CH:7]=1.C1(B(O)[OH:33])C=CC=CC=1>>[Br:1][C:2]1[CH:3]=[C:4]([CH:8]([C:19]2[CH:24]=[CH:23][CH:22]=[CH:21][CH:20]=2)[CH2:9][C:10]([C:13]2[CH:18]=[CH:17][N:16]=[CH:15][CH:14]=2)=[O:33])[CH:5]=[CH:6][CH:7]=1. Procedure details: In analogy to example 1, step 1, from (E)-3-(3-bromo-phenyl)-1-pyridin-4-yl-propenone (example 11) and phenylboronic acid was prepared the title compound as a colorless oil, MS (ESI+): m/z=380.1 ([M+H]+, 1Br). Starting materials: [Si](C)(C)(C(C)(C)C)OCC1=CC(=CC(O1)=O)O (6-t-Butyldimethylsilyloxymethyl-4-hydroxypyran-2-one). Run in C(C)O (ethanol). Yields the product [Si](C)(C)(C(C)(C)C)OCC1CC(=CC(O1)=O)O (6-t-butyldimethylsilyloxymethyl-5,6-dihydro-4-hydroxy pyran-2-one). Yield: 90.0%. As a reaction SMILES: [Si:1]([O:8][CH2:9][C:10]1[O:15][C:14](=[O:16])[CH:13]=[C:12]([OH:17])[CH:11]=1)([C:4]([CH3:7])([CH3:6])[CH3:5])([CH3:3])[CH3:2]>C(O)C>[Si:1]([O:8][CH2:9][CH:10]1[O:15][C:14](=[O:16])[CH:13]=[C:12]([OH:17])[CH2:11]1)([C:4]([CH3:7])([CH3:6])[CH3:5])([CH3:3])[CH3:2]. Reported procedure: 6-t-Butyldimethylsilyloxymethyl-4-hydroxypyran-2-one (25.9 parts) was dissolved in ethanol (1600 parts) and the solution purged with nitrogen. 10% Palladium on carbon catalyst (5.2 parts) was added and the mixture hydrogenated at 20°-25° C. When the reaction was complete as judged by GC analysis the catalyst was filtered off and the solvent was distilled off under reduced pressure at 40° C. to leave 6-t-butyldimethylsilyloxymethyl-5,6-dihydro-4-hydroxy pyran-2-one (23.0 parts, 90%) m.p. 119°-122... As a reaction SMILES: [CH3:1][C:2]1([CH3:16])[O:6][C@@H:5]([CH2:7][N:8]2[CH:12]=[CH:11][C:10]([N+:13]([O-])=O)=[N:9]2)[CH2:4][O:3]1.[H][H]>[Pd].C(O)C>[CH3:1][C:2]1([CH3:16])[O:6][C@@H:5]([CH2:7][N:8]2[CH:12]=[CH:11][C:10]([NH2:13])=[N:9]2)[CH2:4][O:3]1. The reagents and catalysts are [Pd] (palladium on carbon). Reactants: CC1(OC[C@@H](O1)CN1N=C(C=C1)[N+](=O)[O-])C (1-((S)-2,2-dimethyl-[1,3]dioxolan-4-yl-methyl)-3-nitro-1H-pyrazole), [H][H] (hydrogen). The solvent is C(C)O (ethanol). Yields the product CC1(OC[C@@H](O1)CN1N=C(C=C1)N)C (1-((S)-2,2-dimethyl-[1,3]dioxolan-4-yl-methyl)-1H-pyrazol-3-ylamine). Yield: 90.5%. Procedure details: In a Parr shaker bottle was placed 1-((S)-2,2-dimethyl-[1,3]dioxolan-4-yl-methyl)-3-nitro-1H-pyrazole (700 mg, 3.08 mmol), 10% palladium on carbon (500 mg) and ethanol (25 mL). The bottle was then placed on the Parr shaker at 50 psi of hydrogen pressure for 4 h. The reaction was then filtered through a pad of celite and washed with ethanol and concentrated in vacuo to afford 1-((S)-2,2-dimethyl-[1,3]dioxolan-4-yl-methyl)-1H-pyrazol-3-ylamine (550 mg, 91%) as a yellow oil: LR-ES-MS m/z calculated... Reactants: C(C1=CC=CC=C1)N1C(=CC2=NC(=CC=C21)Cl)CO[Si](C)(C)C(C)(C)C (1-benzyl-2-({[tert-butyl(dimethyl)silyl]oxy}methyl)-5-chloro-1H-pyrrolo[3,2-b]pyridine), N(NC(=O)OC(C)(C)C)C(=O)OC(C)(C)C (di-tert-butyl hydrazine-1,2-dicarboxylate), C(=O)([O-])[O-].[Cs+].[Cs+] (Cs2CO3). Reagents/catalysts: C1(CCCCC1)P(C1=C(C=CC=C1)C1=C(C=C(C=C1C(C)C)C(C)C)C(C)C)C1CCCCC1.NC1=C(C=CC=C1)C1=C(C=CC=C1)[Pd]Cl (dicyclohexyl(2′,4′,6′-triisopropylbiphenyl-2-yl)phosphine (2′-aminobiphenyl-2-yl)(chloro)palladium). The solvent is C1(=CC=CC=C1)C (toluene). Run at temperature 105 celsius. Product: C(C1=CC=CC=C1)N1C(=CC2=NC(=CC=C21)N(NC(=O)OC(C)(C)C)C(=O)OC(C)(C)C)CO[Si](C)(C)C(C)(C)C (di-tert-butyl 1-[1-benzyl-2-({[tert-butyl(dimethyl)silyl]oxy}methyl)-1H-pyrrolo[3,2-b]pyridin-5-yl]hydrazine-1,2-dicarboxylate). Reaction SMILES: [CH2:1]([N:8]1[C:16]2[C:11](=[N:12][C:13](Cl)=[CH:14][CH:15]=2)[CH:10]=[C:9]1[CH2:18][O:19][Si:20]([C:23]([CH3:26])([CH3:25])[CH3:24])([CH3:22])[CH3:21])[C:2]1[CH:7]=[CH:6][CH:5]=[CH:4][CH:3]=1.[NH:27]([C:36]([O:38][C:39]([CH3:42])([CH3:41])[CH3:40])=[O:37])[NH:28][C:29]([O:31][C:32]([CH3:35])([CH3:34])[CH3:33])=[O:30].C([O-])([O-])=O.[Cs+].[Cs+]>C1(P(C2CCCCC2)C2C=CC=CC=2C2C(C(C)C)=CC(C(C)C)=CC=2C(C)C)CCCCC1.NC1C=CC=CC=1C1C=CC=CC=1[Pd]Cl.C1(C)C=CC=CC=1>[CH2:1]([N:8]1[C:16]2[C:11](=[N:12][C:13]([N:27]([C:36]([O:38][C:39]([CH3:42])([CH3:41])[CH3:40])=[O:37])[NH:28][C:29]([O:31][C:32]([CH3:33])([CH3:34])[CH3:35])=[O:30])=[CH:14][CH:15]=2)[CH:10]=[C:9]1[CH2:18][O:19][Si:20]([C:23]([CH3:26])([CH3:25])[CH3:24])([CH3:22])[CH3:21])[C:2]1[CH:7]=[CH:6][CH:5]=[CH:4][CH:3]=1 |f:2.3.4,5.6|. Procedure: A flask was charged with 1-benzyl-2-({[tert-butyl(dimethyl)silyl]oxy}methyl)-5-chloro-1H-pyrrolo[3,2-b]pyridine (0.25 g, 0.65 mmol, from Step 3), di-tert-butyl hydrazine-1,2-dicarboxylate (0.15 g, 0.65 mmol), dicyclohexyl(2′,4′,6′-triisopropylbiphenyl-2-yl)phosphine-(2′-aminobiphenyl-2-yl)(chloro)palladium (1:1) (51 mg, 0.065 mmol), Cs2CO3 (0.210 g, 0.646 mmol) and toluene (2.1 mL). The mixture was degassed by a stream of nitrogen through the solution. The mixture was then sealed and heated to 1...